From a dataset of the Open Reaction Database (ORD), a public repository of structured organic reaction records. describe an organic reaction: reactants, conditions, products, and yield Starting materials: C(C)(C)(C)OC(CN1C(=NC=C1)CN(CCCC[C@@H](C(=O)OC(C)(C)C)NC(N[C@@H](CCC(=O)O)C(=O)OC(C)(C)C)=O)CC=1N(C=CN1)CC(OC(C)(C)C)=O)=O ((S)-4-(3-((S)-6-(bis((1-(2-tert-butoxy-2-oxoethyl)-1H-imidazol-2-yl)methyl)amino)-1-tert-butoxy-1-oxohexan-2-yl)ureido)-5-tert-butoxy-5-oxopentanoic acid), NCCC1=CC=C(C=C1)S(=O)(=O)N (4-(2-aminoethyl)benzenesulfonamide), 2-(1-H-7-azabenzotriazol-1-yl)-1,1,3,3-tetramethyl uronium hexafluorophosphate methanaminium, CCN(C(C)C)C(C)C (DIPEA). The solvent is CN(C)C=O (DMF). The product is C(C)(C)(C)OC(CN1C(=NC=C1)CN(CCCC[C@@H](C(=O)OC(C)(C)C)NC(=O)N[C@H](C(=O)OC(C)(C)C)CCC(NCCC1=CC=C(C=C1)S(N)(=O)=O)=O)CC=1N(C=CN1)CC(OC(C)(C)C)=O)=O ((S)-tert-butyl 6-(bis((1-(2-tert-butoxy-2-oxoethyl)-1H-imidazol-2-yl)methyl)amino)-2-(3-((S)-1-tert-butoxy-1,5-dioxo-5-(4-sulfamoylphenethylamino)pentan-2-yl)ureido)hexanoate). Yield: 101.8%. Reaction SMILES: [C:1]([O:5][C:6](=[O:58])[CH2:7][N:8]1[CH:12]=[CH:11][N:10]=[C:9]1[CH2:13][N:14]([CH2:44][C:45]1[N:46]([CH2:50][C:51](=[O:57])[O:52][C:53]([CH3:56])([CH3:55])[CH3:54])[CH:47]=[CH:48][N:49]=1)[CH2:15][CH2:16][CH2:17][CH2:18][C@H:19]([NH:27][C:28](=[O:43])[NH:29][C@H:30]([C:36]([O:38][C:39]([CH3:42])([CH3:41])[CH3:40])=[O:37])[CH2:31][CH2:32][C:33](O)=[O:34])[C:20]([O:22][C:23]([CH3:26])([CH3:25])[CH3:24])=[O:21])([CH3:4])([CH3:3])[CH3:2].[NH2:59][CH2:60][CH2:61][C:62]1[CH:67]=[CH:66][C:65]([S:68]([NH2:71])(=[O:70])=[O:69])=[CH:64][CH:63]=1.CCN(C(C)C)C(C)C>CN(C=O)C>[C:53]([O:52][C:51](=[O:57])[CH2:50][N:46]1[CH:47]=[CH:48][N:49]=[C:45]1[CH2:44][N:14]([CH2:13][C:9]1[N:8]([CH2:7][C:6](=[O:58])[O:5][C:1]([CH3:4])([CH3:3])[CH3:2])[CH:12]=[CH:11][N:10]=1)[CH2:15][CH2:16][CH2:17][CH2:18][C@H:19]([NH:27][C:28]([NH:29][C@@H:30]([CH2:31][CH2:32][C:33](=[O:34])[NH:59][CH2:60][CH2:61][C:62]1[CH:63]=[CH:64][C:65]([S:68](=[O:69])(=[O:70])[NH2:71])=[CH:66][CH:67]=1)[C:36]([O:38][C:39]([CH3:40])([CH3:41])[CH3:42])=[O:37])=[O:43])[C:20]([O:22][C:23]([CH3:26])([CH3:25])[CH3:24])=[O:21])([CH3:54])([CH3:55])[CH3:56]. Procedure details: A solution of (S)-4-(3-((S)-6-(bis((1-(2-tert-butoxy-2-oxoethyl)-1H-imidazol-2-yl)methyl)amino)-1-tert-butoxy-1-oxohexan-2-yl)ureido)-5-tert-butoxy-5-oxopentanoic acid (80 mg, 0.098 mmol), 4-(2-aminoethyl)benzenesulfonamide (30 mg, 0.15 mmol), 2-(1-H-7-azabenzotriazol-1-yl)-1,1,3,3-tetramethyl uronium hexafluorophosphate methanaminium (HATU, 50 mg, 0.17 mmol), and DIPEA (0.50 mL) in DMF (5 mL) was stirred at 40° C. overnight. The solvents were evaporated under reduced pressure to give a residue,... The reactants are N,N-dicyclohexylcarbodiimide, benzyl ester, C(=O)(OC(C)(C)C)N[C@@H](CC1=CNC=N1)C(=O)O (Boc-L-Histidine), residue. Run in C(Cl)Cl (methylene chloride), C(Cl)Cl (methylene chloride). Reaction conditions: time 10 minute. The product is N[C@@H](CC1=CNC=N1)C(=O)O (Histidine). RXN SMILES: C([NH:8][C@H:9]([C:16]([OH:18])=[O:17])[CH2:10][C:11]1[N:15]=[CH:14][NH:13][CH:12]=1)(OC(C)(C)C)=O>C(Cl)Cl>[NH2:8][C@H:9]([C:16]([OH:18])=[O:17])[CH2:10][C:11]1[N:15]=[CH:14][NH:13][CH:12]=1. Procedure details: While maintaining the nitrogen gas atmosphere, 3 fold molar excess of the benzyl ester of Boc-L-Histidine (Vega, supra.) dissolved in 15 ml. of methylene chloride is added to the residue of Step (H) above. The resulting mixture is shaken and after about 10 minutes, 3 fold molar excess of N,N-dicyclohexylcarbodiimide in 15-20 ml. of methylene chloride is added with stirring. The resulting mixture is shaken at room temperature for 4.5 to 5 hours. At the end of this period, the reaction mixture is ... Reactants: Clc1cccc2nc(N3CCNCC3)cnc12, O=C(NCC(F)(F)F)C1(CCCCBr)c2ccccc2-c2ccccc21. Product: O=C(NCC(F)(F)F)C1(CCCCN2CCN(c3cnc4c(Cl)cccc4n3)CC2)c2ccccc2-c2ccccc21. Reaction SMILES: [Cl:27][c:28]1[c:29]2[n:30][cH:31][c:32]([N:38]3[CH2:39][CH2:40][NH:41][CH2:42][CH2:43]3)[n:33][c:34]2[cH:35][cH:36][cH:37]1.[F:1][C:2]([CH2:3][NH:4][C:5](=[O:6])[C:7]1([CH2:20][CH2:21][CH2:22][CH2:23][Br:24])[c:8]2[cH:9][cH:10][cH:11][cH:12][c:13]2-[c:14]2[cH:15][cH:16][cH:17][cH:18][c:19]21)([F:25])[F:26]>>[F:1][C:2]([CH2:3][NH:4][C:5](=[O:6])[C:7]1([CH2:20][CH2:21][CH2:22][CH2:23][N:41]2[CH2:40][CH2:39][N:38]([c:32]3[cH:31][n:30][c:29]4[c:28]([Cl:27])[cH:37][cH:36][cH:35][c:34]4[n:33]3)[CH2:43][CH2:42]2)[c:8]2[cH:9][cH:10][cH:11][cH:12][c:13]2-[c:14]2[cH:15][cH:16][cH:17][cH:18][c:19]21)([F:25])[F:26]. Reactants: C1(=CC=C(C=C1)S(=O)(=O)O)C (p-Toluenesulfonic acid), O1C(CCCC1)OCCC1=CC=C(C=C1)CCNC1=NC=NC(=C1C(=O)OCC)CC (ethyl 4-(2-(4-(2-(tetrahydropyran-2-yloxy)ethyl)phenyl)ethylamino)-6-ethylpyrimidine-5-carboxylate). Solvent: C(C)O (ethanol). The product is OCCC1=CC=C(C=C1)CCNC1=NC=NC(=C1C(=O)OCC)CC (ethyl 4-(2-(4-(2-hydroxyethyl)phenyl)ethylamino)-6-ethylpyrimidine-5-carboxylate). The yield is 77.1%. Reaction SMILES: C1(C)C=CC(S(O)(=O)=O)=CC=1.O1CCCCC1[O:18][CH2:19][CH2:20][C:21]1[CH:26]=[CH:25][C:24]([CH2:27][CH2:28][NH:29][C:30]2[C:35]([C:36]([O:38][CH2:39][CH3:40])=[O:37])=[C:34]([CH2:41][CH3:42])[N:33]=[CH:32][N:31]=2)=[CH:23][CH:22]=1>C(O)C>[OH:18][CH2:19][CH2:20][C:21]1[CH:26]=[CH:25][C:24]([CH2:27][CH2:28][NH:29][C:30]2[C:35]([C:36]([O:38][CH2:39][CH3:40])=[O:37])=[C:34]([CH2:41][CH3:42])[N:33]=[CH:32][N:31]=2)=[CH:23][CH:22]=1. Procedure: p-Toluenesulfonic acid (0.10 g) was added to a solution of ethyl 4-(2-(4-(2-(tetrahydropyran-2-yloxy)ethyl)phenyl)ethylamino)-6-ethylpyrimidine-5-carboxylate (4.20 g, 9.82 mmol) in ethanol (40 ml). The mixture was heated under reflux for 4 hours. After cooling to room temperature, the solvent was evaporated under reduced pressure. Water (40 ml) was added to the residue. The mixture was extracted with methylene chloride and dried over magnesium sulfate. After evaporation of the solvent, the resid... The reactants are CC1(CCC(CC1)CCO)C (2-(4,4-dimethylcyclohexyl)ethanol), Br (hydrobromic acid). Solvent: S(O)(O)(=O)=O (sulphuric acid). Run at temperature 90 celsius, time 7 hour. Yields the product BrCCC1CCC(CC1)(C)C (4-(2-Bromoethyl)-1,1-dimethylcyclohexane). Reaction SMILES: [CH3:1][C:2]1([CH3:11])[CH2:7][CH2:6][CH:5]([CH2:8][CH2:9]O)[CH2:4][CH2:3]1.[BrH:12]>S(=O)(=O)(O)O>[Br:12][CH2:9][CH2:8][CH:5]1[CH2:6][CH2:7][C:2]([CH3:11])([CH3:1])[CH2:3][CH2:4]1. Reported procedure: A mixture of 2-(4,4-dimethylcyclohexyl)ethanol (WO99/59971) (2 g, 12.8 mmol), concentrated sulphuric acid (750 μl) and 48% hydrobromic acid (3 ml) was stirred at 90° C. for 7 hours. The cooled mixture was then carefully quenched by the addition of water (25 ml), and the mixture was extracted with dichloromethane (3×30 ml). The combined organic extracts were washed with 2M sodium carbonate solution and brine (30 ml), then dried (MgSO4) and concentrated under reduced pressure. The residual black g... Starting materials: COC(=O)C(CO)NS(=O)(=O)c1ccccc1, CCOC(=O)N=NC(=O)OCC, c1ccc(P(c2ccccc2)c2ccccc2)cc1. Product: COC(=O)C1CN1S(=O)(=O)c1ccccc1. RXN SMILES: [CH3:1][O:2][C:3]([CH:4]([CH2:5][OH:6])[NH:7][S:8](=[O:9])(=[O:10])[c:11]1[cH:12][cH:13][cH:14][cH:15][cH:16]1)=[O:17].[O:37]=[C:38]([O:39][CH2:40][CH3:41])[N:42]=[N:43][C:44]([O:45][CH2:46][CH3:47])=[O:48].[c:18]1([P:19]([c:20]2[cH:21][cH:22][cH:23][cH:24][cH:25]2)[c:26]2[cH:27][cH:28][cH:29][cH:30][cH:31]2)[cH:32][cH:33][cH:34][cH:35][cH:36]1>>[CH3:1][O:2][C:3]([CH:4]1[CH2:5][N:7]1[S:8](=[O:9])(=[O:10])[c:11]1[cH:12][cH:13][cH:14][cH:15][cH:16]1)=[O:17]. The reactants are CCN(CC)P1(=NC(C)(C)C)N(CCCN1C)C (BEMP), COC(CC1=C(N(C2=NC=CC=C21)CC2=C(C=C(C=C2)S(=O)(=O)C)C(F)(F)F)C)=O ([1-(4-Methanesulfonyl-2-trifluoromethyl-benzyl)-2-methyl-1H-pyrrolo[2,3-b]pyridin-3-yl]-acetic acid methyl ester), ice, COC(CC1=C(NC2=NC=CC=C21)C)=O ((2-methyl-1H-pyrrolo[2,3-b]pyridin-3-yl)-acetic acid methyl ester), BrCC1=C(C=C(C=C1)S(=O)(=O)C)C(F)(F)F (1-bromomethyl-4-methanesulfonyl-2-trifluoromethyl-benzene). The solvent is CN(C)C=O (DMF). Reaction conditions: temperature 10 celsius, time 40 minute. The product is CS(=O)(=O)C1=CC(=C(CN2C(=C(C=3C2=NC=CC3)CC(=O)O)C)C=C1)C(F)(F)F ([1-(4-Methanesulfonyl-2-trifluoromethyl-benzyl)-2-methyl-1H-pyrrolo[2,3-b]pyridin-3-yl]-acetic acid). As a reaction SMILES: C[O:2][C:3](=[O:30])[CH2:4][C:5]1[C:13]2[C:8](=[N:9][CH:10]=[CH:11][CH:12]=2)[N:7]([CH2:14][C:15]2[CH:20]=[CH:19][C:18]([S:21]([CH3:24])(=[O:23])=[O:22])=[CH:17][C:16]=2[C:25]([F:28])([F:27])[F:26])[C:6]=1[CH3:29].COC(=O)CC1C2C(=NC=CC=2)NC=1C.CCN(P1(N(C)CCCN1C)=NC(C)(C)C)CC.BrCC1C=CC(S(C)(=O)=O)=CC=1C(F)(F)F>CN(C=O)C>[CH3:24][S:21]([C:18]1[CH:19]=[CH:20][C:15]([CH2:14][N:7]2[C:8]3=[N:9][CH:10]=[CH:11][CH:12]=[C:13]3[C:5]([CH2:4][C:3]([OH:30])=[O:2])=[C:6]2[CH3:29])=[C:16]([C:25]([F:28])([F:27])[F:26])[CH:17]=1)(=[O:22])=[O:23]. Procedure: [1-(4-Methanesulfonyl-2-trifluoromethyl-benzyl)-2-methyl-1H-pyrrolo[2,3-b]pyridin-3-yl]-acetic acid methyl ester: To an ice-cooled solution of (2-methyl-1H-pyrrolo[2,3-b]pyridin-3-yl)-acetic acid methyl ester ((12.8 g, 62.8 mmol) in dry DMF (400 ml) under an inert atmosphere of Argon is added dropwise, BEMP (18.1 ml, 62.8 mmol) over two minutes. After stirring at 10° C. for 40 minutes, the resulting solution is treated dropwise with 1-bromomethyl-4-methanesulfonyl-2-trifluoromethyl-benzene (23.8... Reactants: BrC=1C=C2C(=NC1)N(C=C2I)S(=O)(=O)C2=CC=C(C)C=C2 (5-bromo-3-iodo-1-tosyl-1H-pyrrolo[2,3-b]pyridine), OC1=CC=C(C=C1)B(O)O (4-hydroxyphenylboronic acid), C(=O)([O-])[O-].[Na+].[Na+] (Na2CO3). The reagents and catalysts are Cl[Pd]([P](C1=CC=CC=C1)(C2=CC=CC=C2)C3=CC=CC=C3)([P](C4=CC=CC=C4)(C5=CC=CC=C5)C6=CC=CC=C6)Cl (bis(triphenylphosphine)palladium(II) dichloride). Run in CC#N (CH3CN). Reaction conditions: temperature 60 celsius, time 8 hour. The product is BrC=1C=C2C(=NC1)N(C=C2C2=CC=C(C=C2)O)S(=O)(=O)C2=CC=C(C=C2)C (4-[5-Bromo-1-(toluene-4-sulfonyl)-1H-pyrrolo[2,3-b]pyridin-3-yl]-phenol). Yield: 94.6%. Reaction SMILES: [Br:1][C:2]1[CH:3]=[C:4]2[C:10](I)=[CH:9][N:8]([S:12]([C:15]3[CH:21]=[CH:20][C:18]([CH3:19])=[CH:17][CH:16]=3)(=[O:14])=[O:13])[C:5]2=[N:6][CH:7]=1.[OH:22][C:23]1[CH:28]=[CH:27][C:26](B(O)O)=[CH:25][CH:24]=1.C([O-])([O-])=O.[Na+].[Na+]>CC#N.Cl[Pd](Cl)([P](C1C=CC=CC=1)(C1C=CC=CC=1)C1C=CC=CC=1)[P](C1C=CC=CC=1)(C1C=CC=CC=1)C1C=CC=CC=1>[Br:1][C:2]1[CH:3]=[C:4]2[C:10]([C:26]3[CH:27]=[CH:28][C:23]([OH:22])=[CH:24][CH:25]=3)=[CH:9][N:8]([S:12]([C:15]3[CH:21]=[CH:20][C:18]([CH3:19])=[CH:17][CH:16]=3)(=[O:14])=[O:13])[C:5]2=[N:6][CH:7]=1 |f:2.3.4,^1:43,62|. Procedure details: To a stirred suspension of 5-bromo-3-iodo-1-tosyl-1H-pyrrolo[2,3-b]pyridine (0.30 g, 0.62 mmol) and 4-hydroxyphenylboronic acid (0.12 mg, 0.75 mmol) in CH3CN (3 mL) was added 1 M Na2CO3 (3 mL) followed by bis(triphenylphosphine)palladium(II) dichloride (0.004 g, 0.062 mmol). The resulting mixture was stirred overnight at 60° C. After the mixture was evaporated to dryness in vacuo, it was dissolved in DMF (3 mL), absorbed onto Celite, and dried. The residue was purified via silica gel chromatogra... The solvent is O (water). Reaction conditions: temperature 80 celsius, time 30 hour. Starting materials: S(=O)(=O)(C1=CC=C(C)C=C1)CC(C(C[Si](C)(C)C)=C)CC(C)C ((3-(tosylmethyl)-5-methyl-2-methylenehexyl)trimethylsilane), S(=O)(=O)(C1=CC=C(C)C=C1)CC(C(C[Si](C)(C)C)=C)CC(C)C ((3-(tosylmethyl)-5-methyl-2-methylenehexyl)trimethylsilane), C(=O)([O-])[O-].[Na+].[Na+] (Na2CO3), CN(C)C=O (DMF), COC=1C=C2CCNCC2=CC1OC (6,7-dimethoxy-1,2,3,4-tetrahydroisoquinoline), COC=1C=C2CCNCC2=CC1OC (6,7-dimethoxy-1,2,3,4-tetrahydroisoquinoline). Yield: 70.1%. Reaction SMILES: S([CH2:11][CH:12]([CH2:20][CH:21]([CH3:23])[CH3:22])[C:13](=[CH2:19])[CH2:14][Si:15]([CH3:18])([CH3:17])[CH3:16])(C1C=CC(C)=CC=1)(=O)=O.C([O-])([O-])=O.[Na+].[Na+].CN(C=O)C.[CH3:35][O:36][C:37]1[CH:38]=[C:39]2[C:44](=[CH:45][C:46]=1[O:47][CH3:48])[CH2:43][NH:42][CH2:41][CH2:40]2>O>[CH3:35][O:36][C:37]1[CH:38]=[C:39]2[C:44](=[CH:45][C:46]=1[O:47][CH3:48])[CH2:43][N:42]([CH2:11][CH:12]([C:13]([CH2:14][Si:15]([CH3:16])([CH3:18])[CH3:17])=[CH2:19])[CH2:20][CH:21]([CH3:22])[CH3:23])[CH2:41][CH2:40]2 |f:1.2.3|. Yields the product COC=1C=C2CCN(CC2=CC1OC)CC(CC(C)C)C(=C)C[Si](C)(C)C (6,7-dimethoxy-2-(4-methyl-2(3-(trimethylsilyl)prop-1-ene-2-yl)pentyl)-1,2,3,4-tetrahydroisoquinoline). Reported procedure: (3-(tosylmethyl)-5-methyl-2-methylenehexyl)trimethylsilane (Formula 4; 72.0 mg, 0.195 mmol) and Na2CO3 (41.4 mg, 0.391 mmol) were added to DMF (2 mL). Then, 6,7-dimethoxy-1,2,3,4-tetrahydroisoquinoline (Formula 3; 75.4 mg, 0.391 mmol) was added thereto, and the mixture was heated up to 80° C. and stirred for 30 hr. Distilled water was put into the reaction solution to complete the reaction, and then the temperature was increased to normal temperature. An organic layer was extracted, the organic ...